This data is from the Open Reaction Database (ORD), a public repository of structured organic reaction records. The task is: describe an organic reaction: reactants, conditions, products, and yield Reactants: ClC1=NC=C(C#N)C=C1 (6-chloro-nicotinonitrile), C(C1=CC=CC=C1)C1=NN=C(C2=CC=CC=C12)N1C[C@@H](NCC1)C (1-benzyl-4-((S)-3-methyl-piperazin-1-yl)-phthalazine). Product: C(C1=CC=CC=C1)C1=NN=C(C2=CC=CC=C12)N1C[C@@H](N(CC1)C1=NC=C(C#N)C=C1)C (6-[(S)-4-(4-Benzyl-phthalazin-1-yl)-2-methyl-piperazin-1-yl]-nicotinonitrile). The yield is 23.0%. As a reaction SMILES: Cl[C:2]1[CH:9]=[CH:8][C:5]([C:6]#[N:7])=[CH:4][N:3]=1.[CH2:10]([C:17]1[C:26]2[C:21](=[CH:22][CH:23]=[CH:24][CH:25]=2)[C:20]([N:27]2[CH2:32][CH2:31][NH:30][C@@H:29]([CH3:33])[CH2:28]2)=[N:19][N:18]=1)[C:11]1[CH:16]=[CH:15][CH:14]=[CH:13][CH:12]=1>>[CH2:10]([C:17]1[C:26]2[C:21](=[CH:22][CH:23]=[CH:24][CH:25]=2)[C:20]([N:27]2[CH2:32][CH2:31][N:30]([C:2]3[CH:9]=[CH:8][C:5]([C:6]#[N:7])=[CH:4][N:3]=3)[C@@H:29]([CH3:33])[CH2:28]2)=[N:19][N:18]=1)[C:11]1[CH:12]=[CH:13][CH:14]=[CH:15][CH:16]=1. Procedure: Following the above procedure, 6-chloro-nicotinonitrile (50 mg, 0.36 mmol, 1.2 eq) and 1-benzyl-4-((S)-3-methyl-piperazin-1-yl)-phthalazine (100 mg, 0.31 mmol, 1.0 eq) afford the title compound as a white solid (30 mg, 23% yield).